From a dataset of the Open Reaction Database (ORD), a public repository of structured organic reaction records. describe an organic reaction: reactants, conditions, products, and yield The reactants are NC1=NC=2C=CC=CC2C2=C1N=C(N2NCCCNC(=O)NCC)COCC (1-(3-{[4-amino-2-(ethoxymethyl)-1H-imidazo[4,5-c]quinolin-1-yl]amino}propyl)-3-ethylurea), [OH-].[Na+] (NaOH). The reagents and catalysts are [Pt](=O)=O (platinum (IV) oxide). Solvent: C(=O)(C(F)(F)F)O (TFA), C(Cl)(Cl)Cl (CHCl3), CO (MeOH), O (H2O). Reaction conditions: time 22 hour. Product: NC1=NC=2CCCCC2C2=C1N=C(N2NCCCNC(=O)NCC)COCC (1-(3-{[4-amino-2-(ethoxymethyl)-6,7,8,9-tetrahydro-1H-imidazo[4,5-c]quinolin-1-yl]amino}propyl)-3-ethylurea). Isolated yield 56.4%. As a reaction SMILES: [NH2:1][C:2]1[C:11]2[N:12]=[C:13]([CH2:25][O:26][CH2:27][CH3:28])[N:14]([NH:15][CH2:16][CH2:17][CH2:18][NH:19][C:20]([NH:22][CH2:23][CH3:24])=[O:21])[C:10]=2[C:9]2[CH:8]=[CH:7][CH:6]=[CH:5][C:4]=2[N:3]=1.[OH-].[Na+]>C(O)(C(F)(F)F)=O.C(Cl)(Cl)Cl.CO.O.[Pt](=O)=O>[NH2:1][C:2]1[C:11]2[N:12]=[C:13]([CH2:25][O:26][CH2:27][CH3:28])[N:14]([NH:15][CH2:16][CH2:17][CH2:18][NH:19][C:20]([NH:22][CH2:23][CH3:24])=[O:21])[C:10]=2[C:9]2[CH2:8][CH2:7][CH2:6][CH2:5][C:4]=2[N:3]=1 |f:1.2|. Procedure: A solution of 1-(3-{[4-amino-2-(ethoxymethyl)-1H-imidazo[4,5-c]quinolin-1-yl]amino}propyl)-3-ethylurea (0.700 g, 1.82 mmol) in 20 mL of TFA was treated with platinum (IV) oxide (0.413 g, 1.82 mmol). The mixture was placed under an atmosphere of nitrogen (3.8×105 Pa) and shaken at ambient temperature. After 22 h, the reaction mixture was diluted with 50 mL of CHCl3 and 10 mL of MeOH and filtered through a pad of CELITE filter agent. The pad was rinsed with 20% MeOH in CHCl3 until the filtrate ran... Starting materials: [Si](C)(C)(C(C)(C)C)OCCCNS(=O)(=O)C1=CC(=C(C(=C1)F)CSC=1N(C(=CN1)C(C)(C)C1=CC(=C(C=C1)F)OC)C1=CC=C(C=C1)F)Cl (N-(3-(tert-butyldimethylsilyloxy)propyl)-3-chloro-5-fluoro-4-((5-(2-(4-fluoro-3-methoxyphenyl)propan-2-yl)-1-(4-fluorophenyl)-1H-imidazol-2-ylthio)methyl)benzenesulfonamide), CCCC[N+](CCCC)(CCCC)CCCC.[F-] (TBAF). Solvent: C1CCOC1 (THF). Run at time 2 hour. Product: ClC=1C=C(C=C(C1CSC=1N(C(=CN1)C(C)(C)C1=CC(=C(C=C1)F)OC)C1=CC=C(C=C1)F)F)S(=O)(=O)NCCCO (3-chloro-5-fluoro-4-((5-(2-(4-fluoro-3-methoxyphenyl)propan-2-yl)-1-(4-fluorophenyl)-1H-imidazol-2-ylthio)methyl)-N-(3-hydroxypropyl)benzenesulfonamide). Isolated yield 98.7%. As a reaction SMILES: [Si]([O:8][CH2:9][CH2:10][CH2:11][NH:12][S:13]([C:16]1[CH:21]=[C:20]([F:22])[C:19]([CH2:23][S:24][C:25]2[N:26]([C:42]3[CH:47]=[CH:46][C:45]([F:48])=[CH:44][CH:43]=3)[C:27]([C:30]([C:33]3[CH:38]=[CH:37][C:36]([F:39])=[C:35]([O:40][CH3:41])[CH:34]=3)([CH3:32])[CH3:31])=[CH:28][N:29]=2)=[C:18]([Cl:49])[CH:17]=1)(=[O:15])=[O:14])(C(C)(C)C)(C)C.CCCC[N+](CCCC)(CCCC)CCCC.[F-]>C1COCC1>[Cl:49][C:18]1[CH:17]=[C:16]([S:13]([NH:12][CH2:11][CH2:10][CH2:9][OH:8])(=[O:15])=[O:14])[CH:21]=[C:20]([F:22])[C:19]=1[CH2:23][S:24][C:25]1[N:26]([C:42]2[CH:43]=[CH:44][C:45]([F:48])=[CH:46][CH:47]=2)[C:27]([C:30]([C:33]2[CH:38]=[CH:37][C:36]([F:39])=[C:35]([O:40][CH3:41])[CH:34]=2)([CH3:31])[CH3:32])=[CH:28][N:29]=1 |f:1.2|. Procedure details: To a solution of N-(3-(tert-butyldimethylsilyloxy)propyl)-3-chloro-5-fluoro-4-((5-(2-(4-fluoro-3-methoxyphenyl)propan-2-yl)-1-(4-fluorophenyl)-1H-imidazol-2-ylthio)methyl)benzenesulfonamide (1.08 g, 1.44 mmol) in THF (10 mL) was added TBAF (1.0M in THF, 0.7 mL, 1.39 mmol). After stirring 2 h, the reaction was quenched with AcOH (1 mL) and then evaporated in vacuo. The residue was purified by column chromatography (Hex/EtOAc=1:2) to give 3-chloro-5-fluoro-4-((5-(2-(4-fluoro-3-methoxyphenyl)propan... Starting materials: [NH+]1=CNC=C1.N1(C=NC=C1)C1=NS(C2=C(N1)C=CC(=C2)[N+](=O)[O-])(=O)=O (3-(Imidazol-1-yl)-7-nitro-4H-1,2,4-benzothiadiazine 1,1-dioxide imidazolium salt), C1(CC1)CN (cyclopropylmethylamine). Product: C1(CC1)CNC1=NS(C2=C(N1)C=CC(=C2)[N+](=O)[O-])(=O)=O (3-(Cyclopropylmethyl)amino-7-nitro-4H-1,2,4-benzothiadiazine 1,1-dioxide). As a reaction SMILES: [NH+]1[CH:5]=[CH:4]NC=1.[N:6]1([C:11]2[NH:16][C:15]3[CH:17]=[CH:18][C:19]([N+:21]([O-:23])=[O:22])=[CH:20][C:14]=3[S:13](=[O:25])(=[O:24])[N:12]=2)[CH:10]=[CH:9]N=C1.C1(CN)CC1>>[CH:9]1([CH2:10][NH:6][C:11]2[NH:16][C:15]3[CH:17]=[CH:18][C:19]([N+:21]([O-:23])=[O:22])=[CH:20][C:14]=3[S:13](=[O:24])(=[O:25])[N:12]=2)[CH2:5][CH2:4]1 |f:0.1|. Procedure details: 3-(Imidazol-1-yl)-7-nitro-4H-1,2,4-benzothiadiazine 1,1-dioxide imidazolium salt was treated with cyclopropylmethylamine according to the general procedure Method D to give the title compound; m.p.: 276-278° C.; IR (KBr): 3290, 3193, 3104, 2994, 1635, 1603,1564, 1539, 1499, 1486, 1347, 1276, 1251,1153, 1111 cm−1. Starting materials: C(C)(=O)O[C@@H]1[C@@H](O[C@@H]([C@H]1OC(C)=O)COC(C)=O)N1C=CC2=C1N=CNC2=S (7-(2,3,5-tri-O-acetyl-β-D-arabinofuranosyl)-7H-pyrrolo[2,3-d]pyrimidine-4-thione), [Na] (sodium). Solvent: CO (methanol). Yields the product [C@@H]1([C@@H](O)[C@H](O)[C@H](O1)CO)N1C=CC2=C1N=CNC2=S (7-β-D-arabinofuranosyl-3,7-dihydro-4H-pyrrolo[2,3-d]pyrimidine-4-thione). As a reaction SMILES: C([O:4][C@H:5]1[C@H:9]([O:10]C(=O)C)[C@@H:8]([CH2:14][O:15]C(=O)C)[O:7][C@H:6]1[N:19]1[C:23]2[N:24]=[CH:25][NH:26][C:27](=[S:28])[C:22]=2[CH:21]=[CH:20]1)(=O)C.[Na]>CO>[C@@H:6]1([N:19]2[C:23]3[N:24]=[CH:25][NH:26][C:27](=[S:28])[C:22]=3[CH:21]=[CH:20]2)[O:7][C@H:8]([CH2:14][OH:15])[C@@H:9]([OH:10])[C@@H:5]1[OH:4] |^1:28|. Procedure details: A solution of 3.0 g of 7-β-D-arabinofuranosyl-3,7-dihydro-4H-pyrrolo[2,3d]-pyrimidine-4-one, eight ml of acetic anhydride, 150 ml of pyridine, and 50 mg of p-dimethylaminopyridine is stirred at room temperature for 24 hours, evaporated in vacuo, co-evaporated with xylenes, and distributed between ethyl acetate and water. The ethyl acetate layer is washed with saturated NaHCO3 and dried with MgSO4. Removal of the ethyl acetate provides 7-(2,3,5-tri-O-acetyl-β-D-arabinofuranosyl)-3,7-dihydro-4H-py... Starting materials: COC(=O)C=1C(=CC=C2C3=C(COC12)OC=C3)N(COCC[Si](C)(C)C)S(=O)(=O)C3=C(C=C(C=C3)F)\C=C/CO (methyl-7-{N-[4-fluoro-2-((Z)-3-hydroxyprop-1-enyl)benzenesulfonyl]-N-(2-trimethylsilanylethoxymethyl)amino]-4H-furo[2,3-c]chromene-6-carboxylate), COC(=O)C=1C(=CC=C2C3=C(COC12)OC=C3)N(COCC[Si](C)(C)C)S(=O)(=O)C3=C(C=C(C=C3)F)\C=C/CO (methyl-7-{N-[4-fluoro-2-((Z)-3-hydroxyprop-1-enyl)benzenesulfonyl]-N-(2-trimethylsilanylethoxymethyl)amino]-4H-furo[2,3-c]chromene-6-carboxylate), C(C)(C)N(CC)C(C)C (diisopropylethylamine), CS(=O)(=O)Cl (Methanesulfonyl chloride), ice, N1CCOCC1 (Morpholine). Run in C(Cl)Cl (DCM). Reaction conditions: time 20 minute. Product: FC1=CC(=C(C=C1)S(=O)(=O)N(COCC[Si](C)(C)C)C1=CC=C2C3=C(COC2=C1C(=O)OC)OC=C3)\C=C/CN3CCOCC3 (methyl 7-{N-[4-fluoro-2((Z)-3-{morpholin-4-yl}prop-1-enyl)benzenesulfonyl]-N-(2-trimethylsilanylethoxy-methyl)amino}-4H-furo[2,3-c]chromene-6-carboxylate). The yield is 65.6%. RXN SMILES: CS(Cl)(=O)=O.[CH3:6][O:7][C:8]([C:10]1[C:11]([N:23]([S:32]([C:35]2[CH:40]=[CH:39][C:38]([F:41])=[CH:37][C:36]=2/[CH:42]=[CH:43]\[CH2:44]O)(=[O:34])=[O:33])[CH2:24][O:25][CH2:26][CH2:27][Si:28]([CH3:31])([CH3:30])[CH3:29])=[CH:12][CH:13]=[C:14]2[C:19]=1[O:18][CH2:17][C:16]1[O:20][CH:21]=[CH:22][C:15]2=1)=[O:9].C(N(C(C)C)CC)(C)C.[NH:55]1[CH2:60][CH2:59][O:58][CH2:57][CH2:56]1>C(Cl)Cl>[F:41][C:38]1[CH:39]=[CH:40][C:35]([S:32]([N:23]([C:11]2[C:10]([C:8]([O:7][CH3:6])=[O:9])=[C:19]3[C:14]([C:15]4[CH:22]=[CH:21][O:20][C:16]=4[CH2:17][O:18]3)=[CH:13][CH:12]=2)[CH2:24][O:25][CH2:26][CH2:27][Si:28]([CH3:31])([CH3:29])[CH3:30])(=[O:33])=[O:34])=[C:36](/[CH:42]=[CH:43]\[CH2:44][N:55]2[CH2:60][CH2:59][O:58][CH2:57][CH2:56]2)[CH:37]=1. Reported procedure: Methanesulfonyl chloride (0.100 g) was added to an ice-cooled, stirred solution of methyl-7-{N-[4-fluoro-2-((Z)-3-hydroxyprop-1-enyl)benzenesulfonyl]-N-(2-trimethylsilanylethoxymethyl)amino]-4H-furo[2,3-c]chromene-6-carboxylate (Intermediate 48, 1.57 g) and diisopropylethylamine (0.859 g) in DCM (25 mL) and the mixture was stirred in an ice bath for 20 minutes. Morpholine (0.689 g) was added and the reaction mixture was stirred at room temperature for 90 minutes. It was washed with water, dried ... The reactants are O=C(O)C1CCC(=O)N1Cc1ccccc1, C1CCOC1, CCN=C=NCCCN(C)C, CCN(C(C)C)C(C)C, Cl, NC(=O)C(O)C(N)Cc1ccccc1, CN(C)C=O, On1nnc2ccccc21. Product: NC(=O)C(O)C(Cc1ccccc1)NC(=O)C1CCC(=O)N1Cc1ccccc1. As a reaction SMILES: [CH2:1]([c:2]1[cH:3][cH:4][cH:5][cH:6][cH:7]1)[N:8]1[CH:9]([C:14](=[O:15])[OH:16])[CH2:10][CH2:11][C:12]1=[O:13].[CH2:62]1[O:63][CH2:64][CH2:65][CH2:66]1.[CH3:42][N:43]([CH3:44])[CH2:45][CH2:46][CH2:47][N:48]=[C:49]=[N:50][CH2:51][CH3:52].[CH:53]([N:54]([CH2:55][CH3:56])[CH:57]([CH3:58])[CH3:59])([CH3:60])[CH3:61].[ClH:41].[NH2:27][CH:28]([CH:29]([C:30](=[O:31])[NH2:32])[OH:33])[CH2:34][c:35]1[cH:36][cH:37][cH:38][cH:39][cH:40]1.[O:67]=[CH:68][N:69]([CH3:70])[CH3:71].[OH:17][n:18]1[c:19]2[cH:20][cH:21][cH:22][cH:23][c:24]2[n:25][n:26]1>>[CH2:1]([c:2]1[cH:3][cH:4][cH:5][cH:6][cH:7]1)[N:8]1[CH:9]([C:14](=[O:16])[NH:27][CH:28]([CH:29]([C:30](=[O:31])[NH2:32])[OH:33])[CH2:34][c:35]2[cH:36][cH:37][cH:38][cH:39][cH:40]2)[CH2:10][CH2:11][C:12]1=[O:13]. The product is COC(C)=C(C)C(=S)Nc1ccccc1. As a reaction SMILES: [CH3:1][CH:2]([C:3](=[S:4])[NH:5][c:6]1[cH:7][cH:8][cH:9][cH:10][cH:11]1)[C:12](=[O:13])[CH3:14].[N+:15](=[N-:16])=[CH2:17]>>[CH3:1][C:2]([C:3](=[S:4])[NH:5][c:6]1[cH:7][cH:8][cH:9][cH:10][cH:11]1)=[C:12]([O:13][CH3:17])[CH3:14]. The reactants are CC(=O)C(C)C(=S)Nc1ccccc1, C=[N+]=[N-]. Starting materials: Cl (hydrogen chloride), NC(C(=O)OC(C)(C)C)C1SC2(C(N1)C(=O)OCC1=CC=CC=C1)CCN(CC2)C2=CC=CC=C2 (tert-butyl alpha-amino-4-benzyloxycarbonyl-8-phenyl-1-thia-3,8-diazaspiro[4.5]decane-2-acetate). Procedure: A stream of gaseous hydrogen chloride is passed through a suspension of 11 g (0.0206 mole) of tert-butyl alpha-amino-4-benzyloxycarbonyl-8-phenyl-1-thia-3,8-diazaspiro[4.5]decane-2-acetate (obtained in 4.3) in 200 ml of nitromethane. After 1 hour, a clear solution is obtained which is filtered through "Hyflocel" and the filtrate is evaporated to dryness. The residue is taken up in diethyl ether, filtered and washed with diethyl ether. There are obtained 9.4 g of alpha-amino-4-benzyloxycarbonyl-8... RXN SMILES: [ClH:1].[NH2:2][CH:3]([CH:11]1[NH:15][CH:14]([C:16]([O:18][CH2:19][C:20]2[CH:25]=[CH:24][CH:23]=[CH:22][CH:21]=2)=[O:17])[C:13]2([CH2:30][CH2:29][N:28]([C:31]3[CH:36]=[CH:35][CH:34]=[CH:33][CH:32]=3)[CH2:27][CH2:26]2)[S:12]1)[C:4]([O:6]C(C)(C)C)=[O:5]>[N+](C)([O-])=O>[ClH:1].[ClH:1].[NH2:2][CH:3]([CH:11]1[NH:15][CH:14]([C:16]([O:18][CH2:19][C:20]2[CH:25]=[CH:24][CH:23]=[CH:22][CH:21]=2)=[O:17])[C:13]2([CH2:26][CH2:27][N:28]([C:31]3[CH:36]=[CH:35][CH:34]=[CH:33][CH:32]=3)[CH2:29][CH2:30]2)[S:12]1)[C:4]([OH:6])=[O:5] |f:3.4.5|. Conditions: time 1 hour. The solvent is [N+](=O)([O-])C (nitromethane). Isolated yield 95.5%. Yields the product Cl.Cl.NC(C(=O)O)C1SC2(C(N1)C(=O)OCC1=CC=CC=C1)CCN(CC2)C2=CC=CC=C2 (alpha-amino-4-benzyloxycarbonyl-8-phenyl-1-thia-3,8-diazaspiro[4.5]decane-2-acetic acid dihydrochloride).